Dataset: the Open Reaction Database (ORD), a public repository of structured organic reaction records. Task: describe an organic reaction: reactants, conditions, products, and yield The reactants are Cl.CO (hydrogen chloride methanol), NC1=C2C(C(=O)NC2=O)=C(C=C1)C=1N(C2=CC=CC=C2C1)C(=O)OC(C)(C)C (3-Amino-6-[1-(tert-butoxycarbonyl)indol-2-yl]phthalimide), C(O)([O-])=O.[Na+] (sodium hydrogencarbonate). The solvent is CO (methanol). Conditions: temperature 70 celsius, time 1.3 hour. Yields the product NC1=C2C(C(=O)NC2=O)=C(C=C1)C=1NC2=CC=CC=C2C1 (3-Amino-6-(1H-indol-2-yl)phthalimide). Yield: 87.4%. RXN SMILES: [NH2:1][C:2]1[CH:12]=[CH:11][C:10]([C:13]2[N:14](C(OC(C)(C)C)=O)[C:15]3[C:20]([CH:21]=2)=[CH:19][CH:18]=[CH:17][CH:16]=3)=[C:4]2[C:5]([NH:7][C:8](=[O:9])[C:3]=12)=[O:6].Cl.CO.C(=O)([O-])O.[Na+]>CO>[NH2:1][C:2]1[CH:12]=[CH:11][C:10]([C:13]2[NH:14][C:15]3[C:20]([CH:21]=2)=[CH:19][CH:18]=[CH:17][CH:16]=3)=[C:4]2[C:5]([NH:7][C:8](=[O:9])[C:3]=12)=[O:6] |f:1.2,3.4|. Procedure details: 3-Amino-6-[1-(tert-butoxycarbonyl)indol-2-yl]phthalimide (21.8 mg, 0.0578 mmol) was dissolved in methanol (2.2 mL), and the solution was added with 10% hydrogen chloride-methanol solution (2.2 mL), followed by stirring at 70° C. for 1.3 hours. The reaction mixture was added with saturated aqueous sodium hydrogencarbonate solution, extracted with ethyl acetate. The organic layer was washed with saturated brine and dried over anhydrous sodium sulfate. The solvent was evaporated under reduced press... Reactants: CO, O=C(O)C(O)c1ccc(Cl)cc1, Cl. Yields the product COC(=O)C(O)c1ccc(Cl)cc1. Reaction SMILES: [CH3:14][OH:15].[Cl:1][c:2]1[cH:3][cH:4][c:5]([CH:8]([C:9](=[O:10])[OH:11])[OH:12])[cH:6][cH:7]1.[ClH:13]>>[Cl:1][c:2]1[cH:3][cH:4][c:5]([CH:8]([C:9](=[O:10])[O:11][CH3:14])[OH:12])[cH:6][cH:7]1. Starting materials: COC=1C=C(C=C(C1OC)OC)C1=NC=CC(=C1)CN1CCNCC1 (1-[[2-(3,4,5-Trimethoxyphenyl)pyridin-4-yl]methyl]-piperazine), ClC1=C(C(=O)Cl)C(=CC(=C1)Cl)Cl (2,4,6-trichlorobenzoyl chloride). The product is Cl.ClC1=C(C(=O)N2CCN(CC2)CC2=CC(=NC=C2)C2=CC(=C(C(=C2)OC)OC)OC)C(=CC(=C1)Cl)Cl (N-(2,4,6-trichlorobenzoyl)-N′-[[2-(3,4,5-trimethoxyphenyl)pyridin-4-yl]methyl]piperazine hydrochloride), Cl (hydrochloride). Reaction SMILES: [CH3:1][O:2][C:3]1[CH:4]=[C:5]([C:13]2[CH:18]=[C:17]([CH2:19][N:20]3[CH2:25][CH2:24][NH:23][CH2:22][CH2:21]3)[CH:16]=[CH:15][N:14]=2)[CH:6]=[C:7]([O:11][CH3:12])[C:8]=1[O:9][CH3:10].[Cl:26][C:27]1[CH:35]=[C:34]([Cl:36])[CH:33]=[C:32]([Cl:37])[C:28]=1[C:29](Cl)=[O:30]>>[ClH:26].[Cl:26][C:27]1[CH:35]=[C:34]([Cl:36])[CH:33]=[C:32]([Cl:37])[C:28]=1[C:29]([N:23]1[CH2:24][CH2:25][N:20]([CH2:19][C:17]2[CH:16]=[CH:15][N:14]=[C:13]([C:5]3[CH:6]=[C:7]([O:11][CH3:12])[C:8]([O:9][CH3:10])=[C:3]([O:2][CH3:1])[CH:4]=3)[CH:18]=2)[CH2:21][CH2:22]1)=[O:30].[ClH:26] |f:2.3|. Procedure: 1-[[2-(3,4,5-Trimethoxyphenyl)pyridin-4-yl]methyl]-piperazine (103 mg) and 2,4,6-trichlorobenzoyl chloride (95 mg) were reacted in the same manner as in Example 46 to obtain the title compound as a hydrochloride. The reactants are CC=1C=C(C=C(C1O)C)C1CC(NC(C1)(C)C)(C)C (4-(3',5'-dimethyl-4'-hydroxyphenyl)-2,2,6,6-tetramethylpiperidine), C=O (formaldehyde). The solvent is C(=O)O (formic acid). The product is CC=1C=C(C=C(C1O)C)C1CC(N(C(C1)(C)C)C)(C)C (4-(3',5'-Dimethyl-4'-hydroxyphenyl)-1,2,2,6,6-pentamethylpiperidine). Reaction SMILES: [CH3:1][C:2]1[CH:3]=[C:4]([CH:10]2[CH2:15][C:14]([CH3:17])([CH3:16])[NH:13][C:12]([CH3:19])([CH3:18])[CH2:11]2)[CH:5]=[C:6]([CH3:9])[C:7]=1[OH:8].[CH2:20]=O>C(O)=O>[CH3:1][C:2]1[CH:3]=[C:4]([CH:10]2[CH2:15][C:14]([CH3:17])([CH3:16])[N:13]([CH3:20])[C:12]([CH3:19])([CH3:18])[CH2:11]2)[CH:5]=[C:6]([CH3:9])[C:7]=1[OH:8]. Reported procedure: 3.0 Parts by weight of 4-(3',5'-dimethyl-4'-hydroxyphenyl)-2,2,6,6-tetramethylpiperidine was dissolved in formic acid and treated with 1.0 part by weight of formaldehyde on a steam bath. After heating for 12 hours the solution was cooled and basified in aqueous solution. The basification liquor was extracted into ether, the ethereal layer dried with magnesium sulphate and evaporated under reduced pressure. Crystallisation of the residue from petroleum (b.p. 80°-100°) have 1.9 parts by weight of ... The product is CC1=C(N=CN1)CSCCN=C(NCCNC(=NCCSCC=1N=CNC1C)N)N (1,2-bis-[N'-(2-(5-Methyl-4-imidazolylmethylthio)ethyl)guanidino]ethane). Reported procedure: The reaction of 1,2-diaminoethane (0.60 g) with S-methyl-N-[2-((5-methyl-4-imidazolyl)methylthio)ethyl]thiouronium sulphate (5.86 g) by the method described in Example 5 afforded the title compound which was isolated as the dipicrate (3.5 g), m.p. 201°-203°. As a reaction SMILES: [NH2:1][CH2:2][CH2:3][NH2:4].S([O-])([O-])(=O)=O.CS[C:12]([NH2:24])=[NH+:13][CH2:14][CH2:15][S:16][CH2:17][C:18]1[N:19]=[CH:20][NH:21][C:22]=1[CH3:23].CS[C:27]([NH2:39])=[NH+:28][CH2:29][CH2:30][S:31][CH2:32][C:33]1[N:34]=[CH:35][NH:36][C:37]=1[CH3:38]>>[CH3:38][C:37]1[NH:36][CH:35]=[N:34][C:33]=1[CH2:32][S:31][CH2:30][CH2:29][N:28]=[C:27]([NH2:39])[NH:1][CH2:2][CH2:3][NH:4][C:12]([NH2:24])=[N:13][CH2:14][CH2:15][S:16][CH2:17][C:18]1[N:19]=[CH:20][NH:21][C:22]=1[CH3:23] |f:1.2.3|. The reactants are NCCN (1,2-diaminoethane), S(=O)(=O)([O-])[O-].CSC(=[NH+]CCSCC=1N=CNC1C)N.CSC(=[NH+]CCSCC=1N=CNC1C)N (S-methyl-N-[2-((5-methyl-4-imidazolyl)methylthio)ethyl]thiouronium sulphate). Reactants: C(C)OC(CC(C)(O)C1=CC=C(C=C1)C1=CC=C(C=C1)F)=O (3-(4'-fluoro-4-biphenylyl)-3-hydroxybutyric acid ethyl ester), O.NN (hydrazine hydrate). Yields the product FC1=CC=C(C=C1)C1=CC=C(C=C1)C1(NNC(C1)=O)C (3-(4'-fluoro-4-biphenylyl)-3-methyl-pyrazolidin-5-one). Reaction SMILES: C([O:3][C:4](=O)[CH2:5][C:6]([C:9]1[CH:14]=[CH:13][C:12]([C:15]2[CH:20]=[CH:19][C:18]([F:21])=[CH:17][CH:16]=2)=[CH:11][CH:10]=1)(O)[CH3:7])C.O.[NH2:24][NH2:25]>>[F:21][C:18]1[CH:19]=[CH:20][C:15]([C:12]2[CH:13]=[CH:14][C:9]([C:6]3([CH3:7])[CH2:5][C:4](=[O:3])[NH:25][NH:24]3)=[CH:10][CH:11]=2)=[CH:16][CH:17]=1 |f:1.2|. Reported procedure: A mixture of 30.2 g of 3-(4'-fluoro-4-biphenylyl)-3-hydroxybutyric acid ethyl ester and 25 g of 100% strength hydrazine hydrate is heated at 100° for 4 hours. The mixture is worked up in the usual manner to give 3-(4'-fluoro-4-biphenylyl)-3-methyl-pyrazolidin-5-one, m.p. 194°-196 °. Starting materials: solution, [H-].C(C(C)C)[Al+]CC(C)C (diisobutylaluminum hydride), [Si](C1=CC=CC=C1)(C1=CC=CC=C1)(C(C)(C)C)OC[C@H]1C(CC[C@@H]1CO[Si](C1=CC=CC=C1)(C1=CC=CC=C1)C(C)(C)C)=O ((2S,3S)-2,3-bis-(t-butyldiphenylsilyloxymethyl)-1-cyclopentanone), P(=O)([O-])([O-])[O-] (phosphate), C(Cl)Cl (methylene chloride). Run in C1(=CC=CC=C1)C (toluene), C1(=CC=CC=C1)C (toluene), CCCCCC (n-hexane). Reaction conditions: time 15 minute. Yields the product [Si](C1=CC=CC=C1)(C1=CC=CC=C1)(C(C)(C)C)OC[C@H]1[C@H](CC[C@@H]1CO[Si](C1=CC=CC=C1)(C1=CC=CC=C1)C(C)(C)C)O ((1S,2S,3S)-2,3-bis(t-butyldiphenylsilyloxymethyl)-1-cyclopentanol). The yield is 79902.2%. Reaction SMILES: [H-].C([Al+]CC(C)C)C(C)C.[Si:11]([O:28][CH2:29][C@@H:30]1[C@@H:34]([CH2:35][O:36][Si:37]([C:50]([CH3:53])([CH3:52])[CH3:51])([C:44]2[CH:49]=[CH:48][CH:47]=[CH:46][CH:45]=2)[C:38]2[CH:43]=[CH:42][CH:41]=[CH:40][CH:39]=2)[CH2:33][CH2:32][C:31]1=[O:54])([C:24]([CH3:27])([CH3:26])[CH3:25])([C:18]1[CH:23]=[CH:22][CH:21]=[CH:20][CH:19]=1)[C:12]1[CH:17]=[CH:16][CH:15]=[CH:14][CH:13]=1.P([O-])([O-])([O-])=O.C(Cl)Cl>C1(C)C=CC=CC=1.CCCCCC>[Si:11]([O:28][CH2:29][C@@H:30]1[C@@H:34]([CH2:35][O:36][Si:37]([C:50]([CH3:53])([CH3:52])[CH3:51])([C:38]2[CH:43]=[CH:42][CH:41]=[CH:40][CH:39]=2)[C:44]2[CH:45]=[CH:46][CH:47]=[CH:48][CH:49]=2)[CH2:33][CH2:32][C@@H:31]1[OH:54])([C:24]([CH3:25])([CH3:26])[CH3:27])([C:18]1[CH:19]=[CH:20][CH:21]=[CH:22][CH:23]=1)[C:12]1[CH:17]=[CH:16][CH:15]=[CH:14][CH:13]=1 |f:0.1|. Procedure: In an atmosphere of argon gas, 1M solution of diisobutylaluminum hydride in toluene (2.7 ml, 2.7 mmoles) was slowly added at -78° C. to solution of (2S,3S)-2,3-bis-(t-butyldiphenylsilyloxymethyl)-1-cyclopentanone (1.40 g, 2.25 mmoles) in toluene (23 ml), and the resulting mixture was stirred at that temperature for 15 minutes. Then, 0.2M phosphate buffer solution (pH 7) was added to the reaction mixture and stirred for a while, after which an excessive amount of methylene chloride was added and ... Reactants: Cc1cc(C=O)sc1Br, CC#N, [O-][Cl+][O-], [Na+], [Na+], [Na+], [OH-], O, OO, O=P([O-])(O)O. Product: Cc1cc(C(=O)O)sc1Br. RXN SMILES: [Br:1][c:2]1[c:3]([CH3:9])[cH:4][c:5]([CH:7]=[O:8])[s:6]1.[CH3:22][C:23]#[N:24].[Cl+:16]([O-:17])[O-:18].[Na+:15].[Na+:19].[Na+:21].[OH-:20].[OH2:25].[OH:26][OH:27].[P:10](=[O:11])([O-:12])([OH:13])[OH:14]>>[Br:1][c:2]1[c:3]([CH3:9])[cH:4][c:5]([C:7](=[O:8])[OH:11])[s:6]1. The reactants are CCN(C(C)C)C(C)C, ClCCl, [Na+], [Na+], O=C([O-])[O-], Cc1cccc(-c2cc(N)on2)c1, O=C(O)Cn1cnc2ccccc21. The product is Cc1cccc(-c2cc(NC(=O)Cn3cnc4ccccc43)on2)c1. As a reaction SMILES: [CH:14]([N:15]([CH:16]([CH3:17])[CH3:18])[CH2:19][CH3:20])([CH3:21])[CH3:22].[Cl:42][CH2:43][Cl:44].[Na+:36].[Na+:37].[O-:38][C:39](=[O:40])[O-:41].[c:23]1([CH3:35])[cH:24][c:25](-[c:29]2[n:30][o:31][c:32]([NH2:34])[cH:33]2)[cH:26][cH:27][cH:28]1.[n:1]1([CH2:10][C:11](=[O:12])[OH:13])[cH:2][n:3][c:4]2[c:5]1[cH:6][cH:7][cH:8][cH:9]2>>[n:1]1([CH2:10][C:11](=[O:13])[NH:34][c:32]2[o:31][n:30][c:29](-[c:25]3[cH:24][c:23]([CH3:35])[cH:28][cH:27][cH:26]3)[cH:33]2)[cH:2][n:3][c:4]2[c:5]1[cH:6][cH:7][cH:8][cH:9]2. The reactants are CC1(OC(=C(C1=O)C1=CC(=CC=C1)F)C1=CC=C(C=C1)SC)C (2,2-dimethyl-4-(3-fluorophenyl)-5-{4-(methylthio)phenyl}-3(2H)-furanone), ClC=1C=C(C(=O)OO)C=CC1 (m-chloroperoxybenzoic acid), C([O-])(O)=O.[Na+] (sodium bicarbonate). The solvent is ClCCl (dichloromethane). Yields the product CC1(OC(=C(C1=O)C1=CC(=CC=C1)F)C1=CC=C(C=C1)S(=O)C)C (2,2-dimethyl-4-(3-fluorophenyl)-5-{4-(methylsulfinyl)phenyl}-3(2H)-furanone). Isolated yield 62.0%. RXN SMILES: [CH3:1][C:2]1([CH3:23])[C:6](=[O:7])[C:5]([C:8]2[CH:13]=[CH:12][CH:11]=[C:10]([F:14])[CH:9]=2)=[C:4]([C:15]2[CH:20]=[CH:19][C:18]([S:21][CH3:22])=[CH:17][CH:16]=2)[O:3]1.ClC1C=C(C=CC=1)C(OO)=[O:29].C(=O)(O)[O-].[Na+]>ClCCl>[CH3:1][C:2]1([CH3:23])[C:6](=[O:7])[C:5]([C:8]2[CH:13]=[CH:12][CH:11]=[C:10]([F:14])[CH:9]=2)=[C:4]([C:15]2[CH:20]=[CH:19][C:18]([S:21]([CH3:22])=[O:29])=[CH:17][CH:16]=2)[O:3]1 |f:2.3|. Procedure: To a stirred solution of 2,2-dimethyl-4-(3-fluorophenyl)-5-{4-(methylthio)phenyl}-3(2H)-furanone (2.0 g, Example 166) in 50 ml dichloromethane, was added 1.5 g of m-chloroperoxybenzoic acid at 0° C. The reaction solution was stirred at the same temperature for one and half hours, after which 30 ml 5% aqueous sodium bicarbonate was added and the solution was stirred for another 10 minutes. Then the reaction mixture was concentrated in vacuo, and the resulting residue was extracted with 50 ml wate...